From a dataset of the Open Reaction Database (ORD), a public repository of structured organic reaction records. describe an organic reaction: reactants, conditions, products, and yield Starting materials: O=C(Nc1cnc(OCC(F)(F)F)c(Br)c1)c1cccnc1, CCc1ccc(B(O)O)cc1. The product is CCc1ccc(-c2cc(NC(=O)c3cccnc3)cnc2OCC(F)(F)F)cc1. As a reaction SMILES: [Br:1][c:2]1[cH:3][c:4]([NH:14][C:15]([c:16]2[cH:17][n:18][cH:19][cH:20][cH:21]2)=[O:22])[cH:5][n:6][c:7]1[O:8][CH2:9][C:10]([F:11])([F:12])[F:13].[CH2:23]([CH3:24])[c:25]1[cH:26][cH:27][c:28]([B:31]([OH:32])[OH:33])[cH:29][cH:30]1>>[c:2]1(-[c:28]2[cH:27][cH:26][c:25]([CH2:23][CH3:24])[cH:30][cH:29]2)[cH:3][c:4]([NH:14][C:15]([c:16]2[cH:17][n:18][cH:19][cH:20][cH:21]2)=[O:22])[cH:5][n:6][c:7]1[O:8][CH2:9][C:10]([F:11])([F:12])[F:13]. As a reaction SMILES: [C:1]([O:2][C:3](=[O:4])[NH:8][CH:9]1[CH2:10][CH2:11][CH:12]([O:15][c:16]2[c:17]3[cH:18][cH:19][n:20][c:21]([NH2:26])[c:22]3[cH:23][cH:24][cH:25]2)[CH2:13][CH2:14]1)([CH3:5])([CH3:6])[CH3:7].[CH3:27][OH:28].[ClH:29]>>[ClH:29].[NH2:8][CH:9]1[CH2:10][CH2:11][CH:12]([O:15][c:16]2[c:17]3[cH:18][cH:19][n:20][c:21]([NH2:26])[c:22]3[cH:23][cH:24][cH:25]2)[CH2:13][CH2:14]1. Starting materials: CC(C)(C)OC(=O)NC1CCC(Oc2cccc3c(N)nccc23)CC1, CO, Cl. Yields the product Cl, Nc1nccc2c(OC3CCC(N)CC3)cccc12. Yields the product ICCCC(C1=CC=C(C=C1)Cl)C1=CC=C(C=C1)Cl (1-Iodo-4,4-di-(4-chlorophenyl)butane). Procedure details: A solution of methyl 1-chloro-4,4di-(4-chlorophenyl)butane (1.77 g, 5.64 mmol) in 2-butanone (20 ml) was treated with sodium iodide (1.5 g) and heated under reflux for 18 h. The solid formed was filtered, the filtrate was evaporated and purified on silica gel (elution hexane-toluene 96:5) to give 2.13 g (93%) of the title material as a clear oil. Reactants: CC(CCC(C1=CC=C(C=C1)Cl)C1=CC=C(C=C1)Cl)Cl (methyl 1-chloro-4,4di-(4-chlorophenyl)butane), [I-].[Na+] (sodium iodide). Run in CC(CC)=O (2-butanone). Isolated yield 93.2%. RXN SMILES: C[CH:2](Cl)[CH2:3][CH2:4][CH:5]([C:13]1[CH:18]=[CH:17][C:16]([Cl:19])=[CH:15][CH:14]=1)[C:6]1[CH:11]=[CH:10][C:9]([Cl:12])=[CH:8][CH:7]=1.[I-:21].[Na+]>CC(=O)CC>[I:21][CH2:2][CH2:3][CH2:4][CH:5]([C:13]1[CH:18]=[CH:17][C:16]([Cl:19])=[CH:15][CH:14]=1)[C:6]1[CH:11]=[CH:10][C:9]([Cl:12])=[CH:8][CH:7]=1 |f:1.2|. Procedure details: Methyl (S)-3-methyl-1-oxo-1-((S)-2-(5-(7-(4,4,5,5-tetramethyl-1,3,2-dioxaborolan-2-yl)-4,5,9,10-tetrahydropyren-2-yl)-1H-imidazol-2-yl)pyrrolidin-1-yl)butan-2-ylcarbamate (139 mg, 0.22 mmol) and (S)-tert-butyl 2-(5-bromo-1H-imidazol-2-yl)pyrrolidine-1-carboxylate (77 mg, 0.24 mmol) were dissolved in dioxane (2 mL) and DMSO (2 mL). Pd(dppf)2Cl2 (16 mg, 0.022 mmol), Pd(PPh3)4 (25 mg, 0.022 mmol), and K2CO3 (2M in H2O, 0.33 mL, 0.66 mmol). The tube was sealed and heated to 100° C. for 20 h. The mix... Product: COC(=O)N[C@H](C(=O)N1[C@@H](CCC1)C=1NC(=CN1)C=1C=C2CCC3=CC(=CC=4CCC(C1)=C2C43)C4=CN=C(N4)[C@H]4N(CCC4)C(=O)OC(C)(C)C)C(C)C ((S)-tert-butyl 2-(5-(7-(2-((S)-1-((S)-2-(methoxycarbonylamino)-3-methylbutanoyl)pyrrolidin-2-yl)-1H-imidazol-5-yl)-4,5,9,10-tetrahydropyren-2-yl)-1H-imidazol-2-yl)pyrrolidine-1-carboxylate). As a reaction SMILES: [CH3:1][CH:2]([CH3:46])[C@H:3]([NH:41][C:42](=[O:45])[O:43][CH3:44])[C:4](=[O:40])[N:5]1[CH2:9][CH2:8][CH2:7][C@H:6]1[C:10]1[NH:11][C:12]([C:15]2[CH:28]=[C:27]3[C:29]4[C:30]5[C:24]([CH2:25][CH2:26]3)=[CH:23][C:22](B3OC(C)(C)C(C)(C)O3)=[CH:21][C:20]=5[CH2:19][CH2:18][C:17]=4[CH:16]=2)=[CH:13][N:14]=1.Br[C:48]1[NH:52][C:51]([C@@H:53]2[CH2:57][CH2:56][CH2:55][N:54]2[C:58]([O:60][C:61]([CH3:64])([CH3:63])[CH3:62])=[O:59])=[N:50][CH:49]=1.C([O-])([O-])=O.[K+].[K+]>O1CCOCC1.CS(C)=O.CCOC(C)=O.C1C=CC(P(C2C=CC=CC=2)[C-]2C=CC=C2)=CC=1.C1C=CC(P(C2C=CC=CC=2)[C-]2C=CC=C2)=CC=1.Cl[Pd]Cl.[Fe+2].C1C=CC([P]([Pd]([P](C2C=CC=CC=2)(C2C=CC=CC=2)C2C=CC=CC=2)([P](C2C=CC=CC=2)(C2C=CC=CC=2)C2C=CC=CC=2)[P](C2C=CC=CC=2)(C2C=CC=CC=2)C2C=CC=CC=2)(C2C=CC=CC=2)C2C=CC=CC=2)=CC=1>[CH3:44][O:43][C:42]([NH:41][C@@H:3]([CH:2]([CH3:46])[CH3:1])[C:4]([N:5]1[CH2:9][CH2:8][CH2:7][C@H:6]1[C:10]1[NH:11][C:12]([C:15]2[CH:16]=[C:17]3[C:29]4[C:30]5[C:20](=[CH:21][C:22]([C:48]6[NH:52][C:51]([C@@H:53]7[CH2:57][CH2:56][CH2:55][N:54]7[C:58]([O:60][C:61]([CH3:64])([CH3:63])[CH3:62])=[O:59])=[N:50][CH:49]=6)=[CH:23][C:24]=5[CH2:25][CH2:26][C:27]=4[CH:28]=2)[CH2:19][CH2:18]3)=[CH:13][N:14]=1)=[O:40])=[O:45] |f:2.3.4,8.9.10.11,^1:130,132,151,170|. Reagents/catalysts: C=1C=CC(=CC1)[P](C=2C=CC=CC2)(C=3C=CC=CC3)[Pd]([P](C=4C=CC=CC4)(C=5C=CC=CC5)C=6C=CC=CC6)([P](C=7C=CC=CC7)(C=8C=CC=CC8)C=9C=CC=CC9)[P](C=1C=CC=CC1)(C=1C=CC=CC1)C=1C=CC=CC1 (Pd(PPh3)4), C1=CC=C(C=C1)P([C-]2C=CC=C2)C3=CC=CC=C3.C1=CC=C(C=C1)P([C-]2C=CC=C2)C3=CC=CC=C3.Cl[Pd]Cl.[Fe+2] (Pd(dppf)2Cl2). Conditions: temperature 100 celsius. The reactants are CC([C@@H](C(N1[C@@H](CCC1)C=1NC(=CN1)C1=CC=2CCC=3C=C(C=C4CCC(=C1)C2C43)B4OC(C(O4)(C)C)(C)C)=O)NC(OC)=O)C (Methyl (S)-3-methyl-1-oxo-1-((S)-2-(5-(7-(4,4,5,5-tetramethyl-1,3,2-dioxaborolan-2-yl)-4,5,9,10-tetrahydropyren-2-yl)-1H-imidazol-2-yl)pyrrolidin-1-yl)butan-2-ylcarbamate), BrC1=CN=C(N1)[C@H]1N(CCC1)C(=O)OC(C)(C)C ((S)-tert-butyl 2-(5-bromo-1H-imidazol-2-yl)pyrrolidine-1-carboxylate), C(=O)([O-])[O-].[K+].[K+] (K2CO3). Solvent: CS(=O)C (DMSO), O1CCOCC1 (dioxane), CCOC(=O)C (EtOAc). The yield is 33.8%.